Dataset: the Open Reaction Database (ORD), a public repository of structured organic reaction records. Task: describe an organic reaction: reactants, conditions, products, and yield Run in CO (methanol). RXN SMILES: Cl.[CH2:2]([O:4][N:5]=[C:6]([C:33]1[N:34]=[C:35]([NH:38]C=O)[S:36][CH:37]=1)[C:7]([NH:9][CH:10]1[C:31](=[O:32])[N:12]2[C:13]([C:28]([OH:30])=[O:29])=[C:14]([CH2:17][S:18][C:19]3[N:23]([CH2:24][C:25]([OH:27])=[O:26])[N:22]=[N:21][N:20]=3)[CH2:15][S:16][C@H:11]12)=[O:8])[CH3:3]>CO>[CH2:2]([O:4][N:5]=[C:6]([C:33]1[N:34]=[C:35]([NH2:38])[S:36][CH:37]=1)[C:7]([NH:9][CH:10]1[C:31](=[O:32])[N:12]2[C:13]([C:28]([OH:30])=[O:29])=[C:14]([CH2:17][S:18][C:19]3[N:23]([CH2:24][C:25]([OH:27])=[O:26])[N:22]=[N:21][N:20]=3)[CH2:15][S:16][C@H:11]12)=[O:8])[CH3:3]. Yield: 64.1%. The reactants are Cl (hydrochloric acid), C(C)ON=C(C(=O)NC1[C@@H]2N(C(=C(CS2)CSC2=NN=NN2CC(=O)O)C(=O)O)C1=O)C=1N=C(SC1)NC=O (7-[2-ethoxyimino-2-(2-formamido-1,3-thiazol-4-yl)acetamido]-3-(1-carboxymethyl-1H-tetrazol-5-yl)thiomethyl-3-cephem-4-carboxylic acid). Procedure details: Conc. hydrochloric acid (0.54 g.) was added dropwise at ambient temperature to a suspension of 7-[2-ethoxyimino-2-(2-formamido-1,3-thiazol-4-yl)acetamido]-3-(1-carboxymethyl-1H-tetrazol-5-yl)thiomethyl-3-cephem-4-carboxylic acid (syn isomer) (2.7 g.) in methanol (70 ml.), and the resulting mixture was stirred for 4.5 hours at ambient temperature. The solvent was distilled off under reduced pressure and water (30 ml.) was added to the residue. The mixture was adjusted to pH 7.2 with a saturated a... Product: C(C)ON=C(C(=O)NC1[C@@H]2N(C(=C(CS2)CSC2=NN=NN2CC(=O)O)C(=O)O)C1=O)C=1N=C(SC1)N (7-[2-ethoxyimino-2-(2-amino-1,3-thiazol-4-yl)acetamido]-3-(1-carboxymethyl-1H-tetrazol- 5-yl)thiomethyl-3-cephem-4-carboxylic acid). Reaction conditions: time 4.5 hour. Reactants: C(C1=CC=CC=C1)Br (benzyl bromide), C(C)C(=O)C (methyl ethyl ketone), a1, BrC1=CC=C(C=C1)C1=CC=C(C=C1)O (4′-bromo-4-hydroxybiphenyl), C([O-])([O-])=O.[K+].[K+] (potassium carbonate). The solvent is O1CCCC1 (tetrahydrofuran). Yields the product C(C1=CC=CC=C1)OC1=CC=C(C=C1)C1=CC=C(C=C1)Br (4-benzyloxy-4′-bromobiphenyl). Yield: 85.8%. RXN SMILES: [CH2:1](Br)[C:2]1[CH:7]=[CH:6][CH:5]=[CH:4][CH:3]=1.[Br:9][C:10]1[CH:15]=[CH:14][C:13]([C:16]2[CH:21]=[CH:20][C:19]([OH:22])=[CH:18][CH:17]=2)=[CH:12][CH:11]=1.C(=O)([O-])[O-].[K+].[K+].C(C(C)=O)C>O1CCCC1>[CH2:1]([O:22][C:19]1[CH:18]=[CH:17][C:16]([C:13]2[CH:14]=[CH:15][C:10]([Br:9])=[CH:11][CH:12]=2)=[CH:21][CH:20]=1)[C:2]1[CH:7]=[CH:6][CH:5]=[CH:4][CH:3]=1 |f:2.3.4|. Reported procedure: First, 25.0 g of benzyl bromide, 36.42 g of 4′-bromo-4-hydroxybiphenyl, 36.4 g of potassium carbonate, and 300 ml of methyl ethyl ketone were put in a1 flask, and stirred under reflux for six hours. After the reaction, 300 ml of tetrahydrofuran was added to the reaction solution, and a mixture was cooled to ambient temperature. Insoluble material was filtered off, and toluene was added to the filtrate to separate an organic layer. The organic layer was washed with a saturated brine and dried wit... The reactants are Cl (HCl), BrC1=C(C=CC=C1)C1=CC=CC=C1 (bromobiphenyl), COB(OC)OC (trimethylborate), C(CCC)[Li] (butyllithium). Solvent: tetrahydrofuran(THF). Run at temperature -95 celsius, time 5 minute. The product is B(C=1C=CC(=CC1)C=2C=CC=CC2)(O)O (biphenylboronic acid). Reaction SMILES: Br[C:2]1[CH:7]=[CH:6][CH:5]=[CH:4][C:3]=1[C:8]1[CH:13]=[CH:12][CH:11]=[CH:10][CH:9]=1.C([Li])CCC.C[O:20][B:21](OC)[O:22]C.Cl>>[B:21]([OH:22])([OH:20])[C:6]1[CH:7]=[CH:2][C:3]([C:8]2[CH:13]=[CH:12][CH:11]=[CH:10][CH:9]=2)=[CH:4][CH:5]=1. Reported procedure: 5 g of bromobiphenyl was dissolved in 100 mL of tetrahydrofuran(THF), and the solution was cooled to −95° C. Then, 20.2 mL of 1.6M butyllithium was added thereto and stirred for 5 minutes. 24.31 mL of trimethylborate was added thereto at −95° C., and the solution was stirred for 2 hours at −78° C., and for 12 hours at room temperature. Then, 10% HCl solution was added thereto at 0° C. to adjust the pH of the solution to be less than 6, and the solvent was distilled. The reaction product was extr... Reactants: CNCCOc1ccc(OC)cc1, CNCc1ccc(F)cc1, Cc1nc(-c2cncc(I)n2)sc1C(=O)NCc1ccc(F)cc1. Yields the product COc1ccc(OCCN(C)c2cncc(-c3nc(C)c(C(=O)NCc4ccc(F)cc4)s3)n2)cc1. RXN SMILES: [CH3:11][O:12][c:13]1[cH:14][cH:15][c:16]([O:17][CH2:18][CH2:19][NH:20][CH3:21])[cH:22][cH:23]1.[F:1][c:2]1[cH:3][cH:4][c:5]([CH2:6][NH:7][CH3:8])[cH:9][cH:10]1.[F:24][c:25]1[cH:26][cH:27][c:28]([CH2:29][NH:30][C:31](=[O:32])[c:33]2[c:34]([CH3:45])[n:35][c:36](-[c:38]3[n:39][c:40]([I:44])[cH:41][n:42][cH:43]3)[s:37]2)[cH:46][cH:47]1>>[CH3:11][O:12][c:13]1[cH:14][cH:15][c:16]([O:17][CH2:18][CH2:19][N:20]([CH3:21])[c:40]2[n:39][c:38](-[c:36]3[n:35][c:34]([CH3:45])[c:33]([C:31]([NH:30][CH2:29][c:28]4[cH:27][cH:26][c:25]([F:24])[cH:47][cH:46]4)=[O:32])[s:37]3)[cH:43][n:42][cH:41]2)[cH:22][cH:23]1. The reactants are COC(=O)C(=O)c1ccc(O)cc1, CN(C)C=O, [H-], [Na+], O=C(CBr)c1ccccc1-c1ccccc1. Yields the product COC(=O)C(=O)c1ccc(OCC(=O)c2ccccc2-c2ccccc2)cc1. Reaction SMILES: [CH3:1][O:2][C:3]([C:4]([c:5]1[cH:6][cH:7][c:8]([OH:11])[cH:9][cH:10]1)=[O:12])=[O:13].[CH3:32][N:33]([CH3:34])[CH:35]=[O:36].[H-:14].[Na+:15].[c:16]1(-[c:26]2[cH:27][cH:28][cH:29][cH:30][cH:31]2)[c:17]([C:22]([CH2:23][Br:24])=[O:25])[cH:18][cH:19][cH:20][cH:21]1>>[CH3:1][O:2][C:3]([C:4]([c:5]1[cH:6][cH:7][c:8]([O:11][CH2:23][C:22]([c:17]2[c:16](-[c:26]3[cH:27][cH:28][cH:29][cH:30][cH:31]3)[cH:21][cH:20][cH:19][cH:18]2)=[O:25])[cH:9][cH:10]1)=[O:12])=[O:13]. Reactants: ClC1=NC(=NC=2C=C3C(=CC=CN3C21)C2=C(C=C(C=C2C)C)C)C (4-chloro-2-methyl-9-(2,4,6-trimethylphenyl)pyrimidino[4,5-b]indolizine), C(CN)N (ethylene diamine). The solvent is CN1CCCC1=O (NMP). Yields the product NCCNC1=NC(=NC=2C=C3C(=CC=CN3C21)C2=C(C=C(C=C2C)C)C)C ((2-Aminoethyl)[2-methyl-9-(2,4,6-trimethylphenyl)pyrimidino[4,5-b]indolizin-4-yl]amine). As a reaction SMILES: Cl[C:2]1[C:14]2[N:13]3[C:8]([C:9]([C:15]4[C:20]([CH3:21])=[CH:19][C:18]([CH3:22])=[CH:17][C:16]=4[CH3:23])=[CH:10][CH:11]=[CH:12]3)=[CH:7][C:6]=2[N:5]=[C:4]([CH3:24])[N:3]=1.[CH2:25]([NH2:28])[CH2:26][NH2:27]>CN1C(=O)CCC1>[NH2:27][CH2:26][CH2:25][NH:28][C:2]1[C:14]2[N:13]3[C:8]([C:9]([C:15]4[C:20]([CH3:21])=[CH:19][C:18]([CH3:22])=[CH:17][C:16]=4[CH3:23])=[CH:10][CH:11]=[CH:12]3)=[CH:7][C:6]=2[N:5]=[C:4]([CH3:24])[N:3]=1. Procedure: Heat a solution of 4-chloro-2-methyl-9-(2,4,6-trimethylphenyl)pyrimidino[4,5-b]indolizine (0.3 g, 0.89 mmol), and ethylene diamine (0.6 mL, 8.93 mmol) in dry NMP (3 mL) at 100° C. for 14 h. Pour the cooled mixture onto water (30 mL) and extracted twice with EtOAc (30 mL). Wash the combined extracts with brine (30 mL), dry, and evaporate in vacuo. Purify by preparative TLC (20% MeOH in CH2Cl2 with 0.5% ammonium hydroxide) to obtain the title compound as a yellow oil. Reactants: [BH4-], CC(=O)O, CC(=O)O, CC(=O)O, C=O, ClCCl, CC(=O)O, CO, COc1cc2c(=O)n(COC(=O)C(C)(C)C)cnc2cc1OCCC1CCNCC1, [Na+]. Yields the product COc1cc2c(=O)n(COC(=O)C(C)(C)C)cnc2cc1OCCC1CCN(C)CC1. Reaction SMILES: [BH4-:49].[C:37]([OH:38])(=[O:39])[CH3:40].[C:41]([OH:42])(=[O:43])[CH3:44].[C:45]([OH:46])(=[O:47])[CH3:48].[CH2:31]=[O:32].[CH2:53]([Cl:54])[Cl:55].[CH3:33][C:34](=[O:35])[OH:36].[CH3:51][OH:52].[NH:1]1[CH2:2][CH2:3][CH:4]([CH2:7][CH2:8][O:9][c:10]2[c:11]([O:29][CH3:30])[cH:12][c:13]3[c:14](=[O:28])[n:15]([CH2:20][O:21][C:22]([C:23]([CH3:24])([CH3:25])[CH3:26])=[O:27])[cH:16][n:17][c:18]3[cH:19]2)[CH2:5][CH2:6]1.[Na+:50]>>[N:1]1([CH3:33])[CH2:2][CH2:3][CH:4]([CH2:7][CH2:8][O:9][c:10]2[c:11]([O:29][CH3:30])[cH:12][c:13]3[c:14](=[O:28])[n:15]([CH2:20][O:21][C:22]([C:23]([CH3:24])([CH3:25])[CH3:26])=[O:27])[cH:16][n:17][c:18]3[cH:19]2)[CH2:5][CH2:6]1.